Dataset: the Open Reaction Database (ORD), a public repository of structured organic reaction records. Task: describe an organic reaction: reactants, conditions, products, and yield Starting materials: ClC1=CC=C(C=C1)C1=C(C(=NN1C1=C(C=C(C=C1)Cl)Cl)C1=NN=NN1)C (5-(5-(4-chlorophenyl)-1-(2,4-dichlorophenyl)-4-methyl-1H-pyrazol-3-yl)-1H-tetrazole), C(C1=CC=CO1)O (furfuryl alcohol), C1(=CC=CC=C1)P(C1=CC=CC=C1)C1=CC=CC=C1 (triphenylphosphine), N(=NC(=O)OC(C)C)C(=O)OC(C)C (diisopropyl azodicarboxylate). Conditions: temperature 0 celsius, time 2 hour. Yields the product ClC1=CC=C(C=C1)C1=C(C(=NN1C1=C(C=C(C=C1)Cl)Cl)C1=NN=NN1CC=1OC=CC1)C (5-(5-(4-Chlorophenyl)-1-(2,4-dichlorophenyl)-4-methyl-1H-pyrazol-3-yl)-1-(furan-2-ylmethyl)-1H-tetrazole). The yield is 16.2%. RXN SMILES: [Cl:1][C:2]1[CH:7]=[CH:6][C:5]([C:8]2[N:12]([C:13]3[CH:18]=[CH:17][C:16]([Cl:19])=[CH:15][C:14]=3[Cl:20])[N:11]=[C:10]([C:21]3[NH:25][N:24]=[N:23][N:22]=3)[C:9]=2[CH3:26])=[CH:4][CH:3]=1.[CH2:27](O)[C:28]1[O:32][CH:31]=[CH:30][CH:29]=1.C1(P(C2C=CC=CC=2)C2C=CC=CC=2)C=CC=CC=1.N(C(OC(C)C)=O)=NC(OC(C)C)=O>>[Cl:1][C:2]1[CH:7]=[CH:6][C:5]([C:8]2[N:12]([C:13]3[CH:18]=[CH:17][C:16]([Cl:19])=[CH:15][C:14]=3[Cl:20])[N:11]=[C:10]([C:21]3[N:25]([CH2:27][C:28]4[O:32][CH:31]=[CH:30][CH:29]=4)[N:24]=[N:23][N:22]=3)[C:9]=2[CH3:26])=[CH:4][CH:3]=1. Procedure: A mixture of 5-(5-(4-chlorophenyl)-1-(2,4-dichlorophenyl)-4-methyl-1H-pyrazol-3-yl)-1H-tetrazole (113 mg, 0.28 mmol) obtained in Step 1 of Example 52, furfuryl alcohol (0.05 ml, 0.56 mmol) and triphenylphosphine (146 mg, 0.56 mmol) was dissolved in tetrahydronfuran (3 ml) and cooled down to 0° C. Then, diisopropyl azodicarboxylate (0.11 ml, 0.56 mmol) was slowly added thereto at 0° C. After stirring for 2 hours at room temperature, the resulting solution was quenched with saturated ammonium chlo...